From a dataset of the Open Reaction Database (ORD), a public repository of structured organic reaction records. describe an organic reaction: reactants, conditions, products, and yield Reactants: ClC1=C(C(=CC=C1N(C(CN1C(C=2C(C1=O)=CC=CC2)=O)=O)C)Cl)COS(=O)(=O)C (2,6-dichloro-1-mesyloxymethyl-3-(N-methyl-N-phthalimidoacetylamino)benzene), 4A, O (Water), OC=1C=CC=C2C(=CC(=NC12)C)N1C=NC=C1 (8-hydroxy-4-(imidazol-1-yl)-2-methylquinoline), C([O-])([O-])=O.[K+].[K+] (potassium carbonate). Reagents/catalysts: [I-].C(CCC)[N+](CCCC)(CCCC)CCCC (tetrabutylammonium iodide). Run in CN(C=O)C (N,N-dimethylformamide), C(Cl)(Cl)Cl (chloroform). Conditions: time 8 hour. Yields the product ClC1=C(COC=2C=CC=C3C(=CC(=NC23)C)N2C=NC=C2)C(=CC=C1N(C)C(CN1C(C=2C(C1=O)=CC=CC2)=O)=O)Cl (8-[2,6-dichloro-3-(N-phthalimidoacetyl-N-methylamino)benzyloxy]-4-(imidazol-1-yl)-2-methylquinoline). Isolated yield 96.0%. RXN SMILES: [Cl:1][C:2]1[C:7]([N:8]([CH3:23])[C:9](=[O:22])[CH2:10][N:11]2[C:15](=[O:16])[C:14]3=[CH:17][CH:18]=[CH:19][CH:20]=[C:13]3[C:12]2=[O:21])=[CH:6][CH:5]=[C:4]([Cl:24])[C:3]=1[CH2:25][O:26]S(C)(=O)=O.O[C:32]1[CH:33]=[CH:34][CH:35]=[C:36]2[C:41]=1[N:40]=[C:39]([CH3:42])[CH:38]=[C:37]2[N:43]1[CH:47]=[CH:46][N:45]=[CH:44]1.C(=O)([O-])[O-].[K+].[K+].O>[I-].C([N+](CCCC)(CCCC)CCCC)CCC.CN(C)C=O.C(Cl)(Cl)Cl>[Cl:1][C:2]1[C:7]([N:8]([C:9](=[O:22])[CH2:10][N:11]2[C:15](=[O:16])[C:14]3=[CH:17][CH:18]=[CH:19][CH:20]=[C:13]3[C:12]2=[O:21])[CH3:23])=[CH:6][CH:5]=[C:4]([Cl:24])[C:3]=1[CH2:25][O:26][C:32]1[CH:33]=[CH:34][CH:35]=[C:36]2[C:41]=1[N:40]=[C:39]([CH3:42])[CH:38]=[C:37]2[N:43]1[CH:47]=[CH:46][N:45]=[CH:44]1 |f:2.3.4,6.7|. Procedure: To a mixture of 2,6-dichloro-1-mesyloxymethyl-3-(N-methyl-N-phthalimidoacetylamino)benzene (2.35 g), tetrabutylammonium iodide (123 mg) and molecular sieves 4A (340 mg) in N,N-dimethylformamide (38 ml) were added 8-hydroxy-4-(imidazol-1-yl)-2-methylquinoline (750 mg) and potassium carbonate (2.3 g) under ice-cooling, and the mixture was stirred for 15 minutes at the same temperature and overnight at ambient temperature. Water and chloroform were added thereto, and the separated organic layer was...